Dataset: the Open Reaction Database (ORD), a public repository of structured organic reaction records. Task: describe an organic reaction: reactants, conditions, products, and yield The reactants are CO, CCOCC, [K+], [OH-], OCCO, CC1=C(O)C(=O)N(c2ccc3nc[nH]c3c2)C1c1ccc(OC2CCCCC2)cc1. The product is COC1=C(C)C(c2ccc(OC3CCCCC3)cc2)N(c2ccc3nc[nH]c3c2)C1=O. RXN SMILES: [CH3:42][OH:43].[CH3:7][CH2:8][O:9][CH2:10][CH3:11].[K+:2].[OH-:1].[OH:3][CH2:4][CH2:5][OH:6].[nH:12]1[cH:13][n:14][c:15]2[c:16]1[cH:17][c:18]([N:21]1[C:22](=[O:41])[C:23]([OH:40])=[C:24]([CH3:39])[CH:25]1[c:26]1[cH:27][cH:28][c:29]([O:32][CH:33]3[CH2:34][CH2:35][CH2:36][CH2:37][CH2:38]3)[cH:30][cH:31]1)[cH:19][cH:20]2>>[CH3:4][O:40][C:23]1=[C:24]([CH3:39])[CH:25]([c:26]2[cH:27][cH:28][c:29]([O:32][CH:33]3[CH2:34][CH2:35][CH2:36][CH2:37][CH2:38]3)[cH:30][cH:31]2)[N:21]([c:18]2[cH:17][c:16]3[nH:12][cH:13][n:14][c:15]3[cH:20][cH:19]2)[C:22]1=[O:41].